From a dataset of the Open Reaction Database (ORD), a public repository of structured organic reaction records. describe an organic reaction: reactants, conditions, products, and yield Starting materials: O=C([O-])[O-], COCCOC, CCOC(C)=O, CS(=O)(=O)c1cccc(-c2ccc(-n3cc(I)nc3-c3cccc(Cl)c3Cl)cc2)c1, [K+], [K+], [Na+], [Na+], O=S(=O)([O-])[O-], OB(O)c1ccsc1. Yields the product CS(=O)(=O)c1cccc(-c2ccc(-n3cc(-c4ccsc4)nc3-c3cccc(Cl)c3Cl)cc2)c1. As a reaction SMILES: [C:39](=[O:40])([O-:41])[O-:42].[CH3:52][O:53][CH2:54][CH2:55][O:56][CH3:57].[CH3:58][CH2:59][O:60][C:61]([CH3:62])=[O:63].[Cl:1][c:2]1[c:3](-[c:9]2[n:10](-[c:15]3[cH:16][cH:17][c:18](-[c:21]4[cH:22][c:23]([S:27](=[O:28])(=[O:29])[CH3:30])[cH:24][cH:25][cH:26]4)[cH:19][cH:20]3)[cH:11][c:12]([I:14])[n:13]2)[cH:4][cH:5][cH:6][c:7]1[Cl:8].[K+:43].[K+:44].[Na+:45].[Na+:46].[O-:47][S:48]([O-:49])(=[O:50])=[O:51].[s:31]1[cH:32][c:33]([B:36]([OH:37])[OH:38])[cH:34][cH:35]1>>[Cl:1][c:2]1[c:3](-[c:9]2[n:10](-[c:15]3[cH:16][cH:17][c:18](-[c:21]4[cH:22][c:23]([S:27](=[O:28])(=[O:29])[CH3:30])[cH:24][cH:25][cH:26]4)[cH:19][cH:20]3)[cH:11][c:12](-[c:33]3[cH:32][s:31][cH:35][cH:34]3)[n:13]2)[cH:4][cH:5][cH:6][c:7]1[Cl:8]. The reactants are NC=1C(=C(C=CC1F)O)F (3-amino-2,4-difluorophenol), C(=O)(O)[O-].[Na+] (NaHCO3), FC1=C(C(=O)O)C=C(C=C1C1=CC(=CC=C1)F)OC (2-fluoro-3-(3-fluorophenyl)-5-methoxybenzoic acid), C(C(=O)Cl)(=O)Cl (oxalylchloride). Reagents/catalysts: CN(C)C=O (DMF). Solvent: C1CCOC1 (THF), C(Cl)Cl (CH2Cl2), O (water). Reaction conditions: temperature 0 celsius, time 2 hour. Product: FC1=C(C(=CC=C1O)F)NC(C1=C(C(=CC(=C1)OC)C1=CC(=CC=C1)F)F)=O (N-(2,6-Difluoro-3-hydroxy-phenyl)-2-fluoro-3-(3-fluorophenyl)-5-methoxy-benzamide). The yield is 55.6%. As a reaction SMILES: [F:1][C:2]1[C:10]([C:11]2[CH:16]=[CH:15][CH:14]=[C:13]([F:17])[CH:12]=2)=[CH:9][C:8]([O:18][CH3:19])=[CH:7][C:3]=1[C:4]([OH:6])=O.C(Cl)(=O)C(Cl)=O.[NH2:26][C:27]1[C:28]([F:35])=[C:29]([OH:34])[CH:30]=[CH:31][C:32]=1[F:33].C([O-])(O)=O.[Na+]>C(Cl)Cl.CN(C=O)C.C1COCC1.O>[F:35][C:28]1[C:29]([OH:34])=[CH:30][CH:31]=[C:32]([F:33])[C:27]=1[NH:26][C:4](=[O:6])[C:3]1[CH:7]=[C:8]([O:18][CH3:19])[CH:9]=[C:10]([C:11]2[CH:16]=[CH:15][CH:14]=[C:13]([F:17])[CH:12]=2)[C:2]=1[F:1] |f:3.4|. Procedure: To a solution of 2-fluoro-3-(3-fluorophenyl)-5-methoxybenzoic acid (402 mg, 1.52 mmol, 1.1 eq) in CH2Cl2 (20 mL) at 0° C. was added oxalylchloride (525 mg, 4.14 mmol, 3.0 eq) and DMF (5 drops). The solution was stirred at 0° C. for 2 h then the solvent removed in vacuo. The residue was taken up in THF (10 mL) and added dropwise to a mixture of 3-amino-2,4-difluorophenol (intermediate X(a)) (200 mg, 1.38 mmol, 1.0 eq) and NaHCO3 (348 mg, 4.14 mmol, 3.0 eq) in THF (10 mL) at 0° C. The mixture was ... Reactants: ClCC(=O)C1=C(C=CC(=C1)OC)OC (2-chloro-1-(2',5'-dimethoxyphenyl) ethanone), ClCC(=O)C1=CC(=C(C=C1)OC)OC (2-chloro-1-(3',4'-dimethoxyphenyl) ethanone), ClCC(O)C1=C(C=CC(=C1)OC)OC ((-)-2-chloro-1-(2',5'-dimethoxyphenyl) ethanol). The product is ClCC(O)C1=CC(=C(C=C1)OC)OC ((-)-2-chloro-1-(3',4'-dimethoxyphenyl) ethanol). Reaction SMILES: ClCC(C1C=C(OC)C=CC=1OC)=O.[Cl:15][CH2:16][C:17]([C:19]1[CH:24]=[CH:23][C:22]([O:25][CH3:26])=[C:21]([O:27][CH3:28])[CH:20]=1)=[O:18].ClCC(C1C=C(OC)C=CC=1OC)O>>[Cl:15][CH2:16][CH:17]([C:19]1[CH:24]=[CH:23][C:22]([O:25][CH3:26])=[C:21]([O:27][CH3:28])[CH:20]=1)[OH:18]. Procedure: Cultivation, reaction and purification were carried out in the same way as described in Example 9 except that 2-chloro-1-(2',5'-dimethoxyphenyl) ethanone, 2-chloro-1-(3',4'-dimethoxyphenyl) ethanone were used as substrate and (-)-2-chloro-1-(2',5'-dimethoxyphenyl) ethanol, (-)-2-chloro-1-(3',4'-dimethoxyphenyl) ethanol were obtained. The yield, specific rotation and optical purity determined by high-performance liquid chromatography were shown in Table 10.